This data is from the Open Reaction Database (ORD), a public repository of structured organic reaction records. The task is: describe an organic reaction: reactants, conditions, products, and yield The reactants are OCC=1C=C(C=NC1)C#N (5-hydroxymethyl-3-pyridinecarbonitrile), N (ammonia), N (ammonia), Cl (HCl), S(=O)(Cl)Cl (thionyl chloride). Run in CO (methanol), C1=CC=CC=C1 (benzene), C(C)OCC (diethyl ether). Run at temperature 23 celsius, time 2.5 hour. Product: NCC=1C=C(C=NC1)C#N (5-aminomethyl-3-pyridinecarbonitrile). Isolated yield 64.0%. As a reaction SMILES: O[CH2:2][C:3]1[CH:4]=[C:5]([C:9]#[N:10])[CH:6]=[N:7][CH:8]=1.Cl.S(Cl)(Cl)=O.[NH3:16]>C(OCC)C.C1C=CC=CC=1.CO>[NH2:16][CH2:2][C:3]1[CH:4]=[C:5]([C:9]#[N:10])[CH:6]=[N:7][CH:8]=1. Reported procedure: A solution of 5-hydroxymethyl-3-pyridinecarbonitrile (4.39 g, 32.7 mmol) in diethyl ether (250 mL) at 23° C. was saturated with gaseous HCl. Solvent was then removed in vacuo and the residue was suspended in thionyl chloride (14.3 mL, 196 mmol). The mixture was then heated at reflux for 2 hours, cooled to 23° C., and diluted with benzene (150 mL). The tan precipitate was isolated by filtration, transferred to a pressure reactor, and dissolved in methanol (30 mL). The methanolic solution was satu...